From a dataset of the Open Reaction Database (ORD), a public repository of structured organic reaction records. describe an organic reaction: reactants, conditions, products, and yield Reactants: C1(CCC1)C(=O)NC1=NC=CC(=C1)OC1=CC=C(N)C=C1 (4-(2-Cyclobutanecarbonylaminopyridin-4-yl)oxyaniline), S1C(=NC=C1)NC(OC1=CC=CC=C1)=O (phenyl N-(2-thiazolyl)carbamate), CS(=O)C (dimethylsulfoxide), O (Water). Solvent: C(C)(=O)OCC (ethyl acetate). Product: C1(CCC1)C(=O)NC1=NC=CC(=C1)OC1=CC=C(C=C1)NC(=O)NC=1SC=CN1 (N-[4-(2-Cyclobutanecarbonylaminopyridin-4-yl)oxyphenyl]-N′-(2-thiazolyl)urea). As a reaction SMILES: [CH:1]1([C:5]([NH:7][C:8]2[CH:13]=[C:12]([O:14][C:15]3[CH:21]=[CH:20][C:18]([NH2:19])=[CH:17][CH:16]=3)[CH:11]=[CH:10][N:9]=2)=[O:6])[CH2:4][CH2:3][CH2:2]1.[S:22]1[CH:26]=[CH:25][N:24]=[C:23]1[NH:27][C:28](=O)[O:29]C1C=CC=CC=1.CS(C)=O.O>C(OCC)(=O)C>[CH:1]1([C:5]([NH:7][C:8]2[CH:13]=[C:12]([O:14][C:15]3[CH:16]=[CH:17][C:18]([NH:19][C:28]([NH:27][C:23]4[S:22][CH:26]=[CH:25][N:24]=4)=[O:29])=[CH:20][CH:21]=3)[CH:11]=[CH:10][N:9]=2)=[O:6])[CH2:2][CH2:3][CH2:4]1. Procedure: 4-(2-Cyclobutanecarbonylaminopyridin-4-yl)oxyaniline (130 mg), phenyl N-(2-thiazolyl)carbamate (110 mg) and dimethylsulfoxide (3 ml) were stirred at 80° C. for 30 minutes. Water and ethyl acetate were added to the reaction solution for extraction, and the ethyl acetate layer was washed 5 times with ammonium chloride water and then dried over magnesium sulfate. The drying agent was filtered off, the solvent was distilled off under reduced pressure, ethyl acetate was added to the residue and the p... Reactants: C(C)(C)(C)OC(CCNC(=O)C=1C=C2C(N(CC2=CC1)CCNC1=NC=CC=C1)=O)=O (3-({3-oxo-2-[2-(pyridin-2-ylamino)-ethyl]2,3-dihydro-1H-isoindole-5-carbonyl}-amino)-propionic acid tert-butyl ester), C(=O)(C(F)(F)F)O (TFA). Run in C(Cl)Cl (CH2Cl2). Product: O=C1N(CC2=CC=C(C=C12)C(=O)NCCC(=O)O)CCNC1=NC=CC=C1 (3-({3-oxo-2-[2-(pyridin-2-ylamino)-ethyl]2,3-dihydro-1H-isoindole-5-carbonyl}-amino)-propionic acid). Reaction SMILES: C([O:5][C:6](=[O:31])[CH2:7][CH2:8][NH:9][C:10]([C:12]1[CH:13]=[C:14]2[C:18](=[CH:19][CH:20]=1)[CH2:17][N:16]([CH2:21][CH2:22][NH:23][C:24]1[CH:29]=[CH:28][CH:27]=[CH:26][N:25]=1)[C:15]2=[O:30])=[O:11])(C)(C)C.C(O)(C(F)(F)F)=O>C(Cl)Cl>[O:30]=[C:15]1[C:14]2[C:18](=[CH:19][CH:20]=[C:12]([C:10]([NH:9][CH2:8][CH2:7][C:6]([OH:31])=[O:5])=[O:11])[CH:13]=2)[CH2:17][N:16]1[CH2:21][CH2:22][NH:23][C:24]1[CH:29]=[CH:28][CH:27]=[CH:26][N:25]=1. Procedure details: A solution of the ester (8) (252 mg, 0.60 mmol), TFA (4 ml) and CH2Cl2 (8 ml) was stirred at ambient temperature for 3 hours. The mixture was evaporated to dryness and the residue purified by flash chromatography (silica, EtOH/NH4OH 19:1) to provide (9) as off-white foam. NMR conforms to structure. Starting materials: Cl.ClCC1=NC=CC(=C1C)SCC=1OC=CC1 (2-chloromethyl-4-(2-furylmethylthio)-3-methylpyridine hydrochloride), FC1(OC=2C(=CC3=C(N=C(N3)S)C2)O1)F (2,2-difluoro-6-mercapto-5H-[1,3]dioxolo-[4,5-f]benzimidazole). Solvent: C(C)(C)O (isopropanol). Product: Cl.Cl.FC1(OC=2C(=CC3=C(N=C(N3)SCC3=NC=CC(=C3C)SCC=3OC=CC3)C2)O1)F (2,2-Difluoro-6-{[[4-(2-furylmethylthio)-3-methyl-2-pyridinyl]methyl]thio}-5H-[1,3]dioxolo-[4,5-f]benzimidazole dihydrochloride). RXN SMILES: [ClH:1].[Cl:2][CH2:3][C:4]1[C:9]([CH3:10])=[C:8]([S:11][CH2:12][C:13]2[O:14][CH:15]=[CH:16][CH:17]=2)[CH:7]=[CH:6][N:5]=1.[F:18][C:19]1([F:32])[O:31][C:22]2=[CH:23][C:24]3[NH:28][C:27]([SH:29])=[N:26][C:25]=3[CH:30]=[C:21]2[O:20]1>C(O)(C)C>[ClH:2].[ClH:1].[F:32][C:19]1([F:18])[O:31][C:22]2=[CH:23][C:24]3[NH:28][C:27]([S:29][CH2:3][C:4]4[C:9]([CH3:10])=[C:8]([S:11][CH2:12][C:13]5[O:14][CH:15]=[CH:16][CH:17]=5)[CH:7]=[CH:6][N:5]=4)=[N:26][C:25]=3[CH:30]=[C:21]2[O:20]1 |f:0.1,4.5.6|. Procedure: Following the procedure described in Example 12, the reaction of 2-chloromethyl-4-(2-furylmethylthio)-3-methylpyridine hydrochloride with 2,2-difluoro-6-mercapto-5H-[1,3]dioxolo-[4,5-f]benzimidazole in isopropanol gives the title compound as a colorless solid; m.p. 180-183° C. (decomp.).